Dataset: the Open Reaction Database (ORD), a public repository of structured organic reaction records. Task: describe an organic reaction: reactants, conditions, products, and yield Isolated yield 127.6%. Solvent: C(C)#N (acetonitrile). The product is O1C(=NN=C1)C(C)(C)NC(OCC1=CC=CC=C1)=O (Benzyl 2-(1,3,4-oxadiazol-2-yl)propan-2-ylcarbamate). Starting materials: C(=O)NNC(C(C)(C)NC(OCC1=CC=CC=C1)=O)=O (benzyl 1-(2-formylhydrazinyl)-2-methyl-1-oxopropan-2-ylcarbamate), C1=CC=C(C=C1)P(C2=CC=CC=C2)C3=CC=CC=C3 (PPh3), CCN(C(C)C)C(C)C (DIPEA), ClC(C(Cl)(Cl)Cl)(Cl)Cl (hexachloroethane). Reaction conditions: time 4 hour. Procedure details: To a suspension of benzyl 1-(2-formylhydrazinyl)-2-methyl-1-oxopropan-2-ylcarbamate (0.9 g, 3 mmol) and PPh3 (CAN 603-35-0, 1.268 g, 5 mmol) in acetonitrile (20 mL) was added DIPEA (CAN 7087-68-5, 1.249 g, 10 mmol) and hexachloroethane (CAN 67-72-1, 0.991 g, 4 mmol). The reaction mixture was stirred at room temperature under nitrogen atmosphere for 4 h. After evaporation of solvents, the residue was diluted with ethyl acetate (30 mL) and water (30 mL). The organic layer was washed with brine (30... RXN SMILES: [CH:1]([NH:3][NH:4][C:5](=[O:20])[C:6]([NH:9][C:10](=[O:19])[O:11][CH2:12][C:13]1[CH:18]=[CH:17][CH:16]=[CH:15][CH:14]=1)([CH3:8])[CH3:7])=O.C1C=CC(P(C2C=CC=CC=2)C2C=CC=CC=2)=CC=1.CCN(C(C)C)C(C)C.ClC(Cl)(Cl)C(Cl)(Cl)Cl>C(#N)C>[O:20]1[CH:1]=[N:3][N:4]=[C:5]1[C:6]([NH:9][C:10](=[O:19])[O:11][CH2:12][C:13]1[CH:14]=[CH:15][CH:16]=[CH:17][CH:18]=1)([CH3:7])[CH3:8]. Starting materials: COC1=C(CNC2=NC(=NC=C2[N+](=O)[O-])C2=NN(C3=NC=CC=C32)CC3=C(C=CC=C3)F)C=CC(=C1)OC (N-(2,4-Dimethoxybenzyl)-2-[1-(2-fluorobenzyl)-1H-pyrazolo[3,4-b]pyridin-3-yl]-5-nitropyrimidin-4-amine), [H][H] (hydrogen). The reagents and catalysts are [Pd] (palladium on charcoal). Run in N1=CC=CC=C1 (pyridine). Yields the product COC1=C(CNC2=NC(=NC=C2N)C2=NN(C3=NC=CC=C32)CC3=C(C=CC=C3)F)C=CC(=C1)OC (N4-(2,4-Dimethoxybenzyl)-2-[1-(2-fluorobenzyl)-1H-pyrazolo[3,4-b]pyridin-3-yl]pyrimidine-4,5-diamine). RXN SMILES: [CH3:1][O:2][C:3]1[CH:36]=[C:35]([O:37][CH3:38])[CH:34]=[CH:33][C:4]=1[CH2:5][NH:6][C:7]1[C:12]([N+:13]([O-])=O)=[CH:11][N:10]=[C:9]([C:16]2[C:24]3[C:19](=[N:20][CH:21]=[CH:22][CH:23]=3)[N:18]([CH2:25][C:26]3[CH:31]=[CH:30][CH:29]=[CH:28][C:27]=3[F:32])[N:17]=2)[N:8]=1.[H][H]>N1C=CC=CC=1.[Pd]>[CH3:1][O:2][C:3]1[CH:36]=[C:35]([O:37][CH3:38])[CH:34]=[CH:33][C:4]=1[CH2:5][NH:6][C:7]1[C:12]([NH2:13])=[CH:11][N:10]=[C:9]([C:16]2[C:24]3[C:19](=[N:20][CH:21]=[CH:22][CH:23]=3)[N:18]([CH2:25][C:26]3[CH:31]=[CH:30][CH:29]=[CH:28][C:27]=3[F:32])[N:17]=2)[N:8]=1. Procedure details: 19.64 g (38.10 mmol) of the compound from example 80A were dissolved in 300 ml of pyridine, 2.00 g of palladium on charcoal (10%) were added and the mixture was hydrogenated at RT and standard hydrogen pressure for 2 h. The mixture was filtered through Celite and washed through with a little pyridine, and the filtrate was concentrated by rotary evaporation on a rotary evaporator. 19.02 g (78% of theory) of the title compound were obtained. Reactants: S1C(=CC=C1)C#N (thiopene-2-carbonitrile), C(CCC)[Li] (n-butyllithium), hexanes, C(C)(C)NC(C)C (diisopropylamine), NN-dimethylformamide, C(CC(O)(C(=O)O)CC(=O)O)(=O)O (Citric acid). Solvent: O (water), O1CCCC1 (tetrahydrofuran), O1CCCC1 (tetrahydrofuran). Conditions: time 5 minute. Yields the product C(#N)C=1SC(=CC1)C=O (2-cyano-5-formylthiophene). Yield: 55.3%. Reaction SMILES: C(NC(C)C)(C)C.C([Li])CCC.[S:13]1[CH:17]=[CH:16][CH:15]=[C:14]1[C:18]#[N:19].C(O)(=O)C[C:22](CC(O)=O)(C(O)=O)[OH:23]>O1CCCC1.O>[C:18]([C:14]1[S:13][C:17]([CH:22]=[O:23])=[CH:16][CH:15]=1)#[N:19]. Reported procedure: A solution of diisopropylamine (35.3 ml, 0.251 moles) in tetrahydrofuran (500 ml) was cooled to −78° C. under a nitrogen blanket. To this was added 1.6M n-butyllithium in hexanes (157 ml, 0.251 moles) and allowed to stir for 5 min. Then slowly added thiopene-2-carbonitrile (21.33 ml, 0.229 moles) in tetrahydrofuran (115 ml) and allowed to stir. After 45 min. was added NN-dimethylformamide (88.66 ml, 1.145 moles) at −78° C. Citric acid (40 g) was added after 2 h. followed by water (240 ml) and st... Starting materials: [Na+].[Cl-] (NaCl), OC1(C=CC(C1CC#C)=O)C (4-hydroxy-4-methyl-5-propargyl-2-cyclopentenone), MgCl2.6H2O, [OH-].[Na+] (NaOH). Run in O (water). Run at time 4 hour. Yields the product C(C#C)C=1C(CC(C1C)O)=O (2-propargyl-3-methyl-4-hydroxy-2-cyclopentenone). RXN SMILES: O[C:2]1([CH3:11])[CH:6]([CH2:7][C:8]#[CH:9])[C:5](=[O:10])[CH:4]=[CH:3]1.[OH-:12].[Na+].[Na+].[Cl-]>O>[CH2:7]([C:6]1[C:5](=[O:10])[CH2:4][CH:3]([OH:12])[C:2]=1[CH3:11])[C:8]#[CH:9] |f:1.2,3.4|. Procedure: Into a reaction vessel, a solution of 4-hydroxy-4-methyl-5-propargyl-2-cyclopentenone (3 g) and MgCl2.6H2O (4.0 g) in water (120 ml) was charged, and the temperature was elevated up to 100° C. The contents were adjusted to pH 6.8 with 0.1 N NaOH solution, and stirring was continued at 100° C. for 4 hours, during which the pH was maintained at 6.8 to 7.0. After cooling, NaCl (40 g) was added to the reaction mixture and extracted with ether (120 ml) 4 times. The extracts were combined together, dr... Starting materials: CC(C)(C)OC(=O)N(N)c1ccc(-n2cccc2)cc1, ClCCl, Cl, C1COCCO1. Product: Cl, NNc1ccc(-n2cccc2)cc1. RXN SMILES: [C:1]([O:2][C:3](=[O:4])[N:8]([NH2:9])[c:10]1[cH:11][cH:12][c:13](-[n:16]2[cH:17][cH:18][cH:19][cH:20]2)[cH:14][cH:15]1)([CH3:5])([CH3:6])[CH3:7].[Cl:28][CH2:29][Cl:30].[ClH:27].[O:21]1[CH2:22][CH2:23][O:24][CH2:25][CH2:26]1>>[ClH:27].[NH:8]([NH2:9])[c:10]1[cH:11][cH:12][c:13](-[n:16]2[cH:17][cH:18][cH:19][cH:20]2)[cH:14][cH:15]1. The reactants are C(C1=CC=CC=C1)OC(=O)NCCCCC(=O)O (5-(N-benzyloxycarbonylamino)pentanoic acid), C1(=CC=CC=C1)CC(=O)OC(C)(C)C (t-butyl phenylacetate), C(C)(C)NC(C)C (diisopropylamine), C1=CN(C=N1)C(=O)N2C=CN=C2 (CDI), [Cl-].[NH4+] (ammonium chloride). Solvent: C1CCOC1 (THF), C1CCOC1 (THF), C1CCOC1 (THF). Product: C(C1=CC=CC=C1)OC(=O)NCCCCC(C(C(=O)OC(C)(C)C)C1=CC=CC=C1)=O (t-butyl 7-(N-benzyloxycarbonylamino)-3-oxo-2-phenylheptanoate). Yield: 70.2%. Reaction SMILES: [CH2:1]([O:8][C:9]([NH:11][CH2:12][CH2:13][CH2:14][CH2:15][C:16]([OH:18])=O)=[O:10])[C:2]1[CH:7]=[CH:6][CH:5]=[CH:4][CH:3]=1.C1N=CN(C(N2C=NC=C2)=O)C=1.C(NC(C)C)(C)C.[C:38]1([CH2:44][C:45]([O:47][C:48]([CH3:51])([CH3:50])[CH3:49])=[O:46])[CH:43]=[CH:42][CH:41]=[CH:40][CH:39]=1.[Cl-].[NH4+]>C1COCC1>[CH2:1]([O:8][C:9]([NH:11][CH2:12][CH2:13][CH2:14][CH2:15][C:16](=[O:18])[CH:44]([C:38]1[CH:43]=[CH:42][CH:41]=[CH:40][CH:39]=1)[C:45]([O:47][C:48]([CH3:51])([CH3:49])[CH3:50])=[O:46])=[O:10])[C:2]1[CH:3]=[CH:4][CH:5]=[CH:6][CH:7]=1 |f:4.5|. Procedure: The target compound was prepared as a colorless solid substance in an amount 5.94 g at a yield of 70.2% in the same manner as in Example 1 except that 5.0 g (19.9 mmol) of 5-(N-benzyloxycarbonylamino)pentanoic acid was dissolved in 50 ml of THF and 3.55 g (21.9 mmol) of CDI was added; 7.83 ml (59.7 mmol) of diisopropylamine and 30 ml of THF were added and 37 ml (59.7 mmol) of 1.63N BA solution was added dropwise; 11.5 g (59.7 mmol) of t-butyl phenylacetate instead of methyl phenylacetate was dis... Starting materials: C1(CCCC1)OC1=NC=2N(C(N(C(C2N1)=O)CCCOC1OCCCC1)=O)C (8-(cyclopentyloxy)-3-methyl-1-(3-(tetrahydro-2H-pyran-2-yloxy)propyl)-1H-purine-2,6(3H,7H)-dione), ClCC=1SC=C(N1)C (2-(chloromethyl)-4-methylthiazole), ClCC=1SC=C(N1)C (2-(chloromethyl)-4-methylthiazole), C([O-])([O-])=O.[K+].[K+] (potassium carbonate). The reagents and catalysts are CCCC[N+](CCCC)(CCCC)CCCC.[I-] (TBAI). Run in CN(C)C=O (DMF). Run at temperature 50 celsius. Yields the product C1(CCCC1)OC1=NC=2N(C(N(C(C2N1CC=1SC=C(N1)C)=O)CCCOC1OCCCC1)=O)C (8-(cyclopentyloxy)-3-methyl-7-((4-methylthiazol-2-yl)methyl)-1-(3-(tetrahydro-2H-pyran-2-yloxy)propyl)-1H-purine-2,6(3H,7H)-dione). RXN SMILES: [CH:1]1([O:6][C:7]2[NH:15][C:14]3[C:13](=[O:16])[N:12]([CH2:17][CH2:18][CH2:19][O:20][CH:21]4[CH2:26][CH2:25][CH2:24][CH2:23][O:22]4)[C:11](=[O:27])[N:10]([CH3:28])[C:9]=3[N:8]=2)[CH2:5][CH2:4][CH2:3][CH2:2]1.Cl[CH2:30][C:31]1[S:32][CH:33]=[C:34]([CH3:36])[N:35]=1.C(=O)([O-])[O-].[K+].[K+]>CN(C=O)C.CCCC[N+](CCCC)(CCCC)CCCC.[I-]>[CH:1]1([O:6][C:7]2[N:15]([CH2:30][C:31]3[S:32][CH:33]=[C:34]([CH3:36])[N:35]=3)[C:14]3[C:13](=[O:16])[N:12]([CH2:17][CH2:18][CH2:19][O:20][CH:21]4[CH2:26][CH2:25][CH2:24][CH2:23][O:22]4)[C:11](=[O:27])[N:10]([CH3:28])[C:9]=3[N:8]=2)[CH2:2][CH2:3][CH2:4][CH2:5]1 |f:2.3.4,6.7|. Reported procedure: To a solution of 8-(cyclopentyloxy)-3-methyl-1-(3-(tetrahydro-2H-pyran-2-yloxy)propyl)-1H-purine-2,6(3H,7H)-dione (0.12 g, 0.31 mmol) in DMF (5 mL) was added 2-(chloromethyl)-4-methylthiazole (91 mg, 0.62 mmol, intermediate 54), potassium carbonate (85 mg, 0.62 mmol), and TBAI (2 mg, 0.02 mmol). The reaction was heated at 50° C. overnight. The mixture was cooled and partitioned between ethyl acetate and water. The combined organic layer was dried over sodium sulfate, filtered and concentrated to... Reactants: ClC1=C(C(=O)Cl)C=CC(=C1)F (2-chloro-4-fluoro-benzoyl chloride), CN(C1CC=C(CC1)C1=CC=CC(=N1)N)C (6-(4-dimethylamino-cyclohex-1-enyl)-pyridin-2-ylamine). Product: Cl.Cl.ClC1=C(C(=O)NC2=NC(=CC=C2)C2=CCC(CC2)N(C)C)C=CC(=C1)F (2-Chloro-N-(6-(4-Dimethylamino-cyclohex-1-enyl)-pyridin-2-yl)-4-fluoro-benzamide di-hydrochloride salt). The yield is 78.0%. Reaction SMILES: [Cl:1][C:2]1[CH:10]=[C:9]([F:11])[CH:8]=[CH:7][C:3]=1[C:4](Cl)=[O:5].[CH3:12][N:13]([CH3:27])[CH:14]1[CH2:19][CH2:18][C:17]([C:20]2[N:25]=[C:24]([NH2:26])[CH:23]=[CH:22][CH:21]=2)=[CH:16][CH2:15]1>>[ClH:1].[ClH:1].[Cl:1][C:2]1[CH:10]=[C:9]([F:11])[CH:8]=[CH:7][C:3]=1[C:4]([NH:26][C:24]1[CH:23]=[CH:22][CH:21]=[C:20]([C:17]2[CH2:18][CH2:19][CH:14]([N:13]([CH3:27])[CH3:12])[CH2:15][CH:16]=2)[N:25]=1)=[O:5] |f:2.3.4|. Procedure: Using a method similar to example 1, using 2-chloro-4-fluoro-benzoyl chloride (116 mg, 0.60 mmol) and 6-(4-dimethylamino-cyclohex-1-enyl)-pyridin-2-ylamine, isomer 1 (preparation 10, 100 mg, 0.46 mmol) provides of the title compound as a colorless oil (135 mg, 78%): MS (ES): m/z=374.1 (M+H)+; 1HNMR (CDCl3): δ 8.80 (s, br, 1H), 8.19 (d, 1H), 7.69 (m, 2H), 7.18 (m, 2H), 7.05 (m, 1H), 6.64 (m, 1H), 2.70 (m, 1H), 2.46 (m, 3H), 2.36 (s, 6H), 2.16 (m, 2H), 1.54 (m, 1H). Di-hydrochloride salt: Anal. ca...